From a dataset of the Open Reaction Database (ORD), a public repository of structured organic reaction records. describe an organic reaction: reactants, conditions, products, and yield Reactants: [Cl-].[NH4+] (ammonium chloride), BrC1=NC=C(C(=C1)C)C(C1=C(C(=CC=C1F)F)F)SC=1C=NC(=CC1)C(F)(F)F (2-bromo-4-methyl-5-[[[6-(trifluoromethyl)pyridin-3-yl]thio](2,3,6-trifluorophenyl)methyl]pyridine), C(CCC)[Li] (n-butyllithium), CN(C=O)C (N,N-dimethylformamide). The solvent is O (water), ClCCl (Dichloromethane), C1(=CC=CC=C1)C (toluene), CCCCCC (hexane). Run at temperature -40 celsius, time 30 minute. The product is CC1=CC(=NC=C1C(C1=C(C(=CC=C1F)F)F)SC=1C=NC(=CC1)C(F)(F)F)C=O (4-Methyl-5-[[[6-(trifluoromethyl)pyridin-3-yl]thio](2,3,6-trifluorophenyl) methyl]pyridine-2-carbaldehyde). Yield: 59.1%. As a reaction SMILES: Br[C:2]1[CH:7]=[C:6]([CH3:8])[C:5]([CH:9]([S:19][C:20]2[CH:21]=[N:22][C:23]([C:26]([F:29])([F:28])[F:27])=[CH:24][CH:25]=2)[C:10]2[C:15]([F:16])=[CH:14][CH:13]=[C:12]([F:17])[C:11]=2[F:18])=[CH:4][N:3]=1.C([Li])CCC.CN(C)[CH:37]=[O:38].[Cl-].[NH4+]>C1(C)C=CC=CC=1.O.ClCCl.CCCCCC>[CH3:8][C:6]1[C:5]([CH:9]([S:19][C:20]2[CH:21]=[N:22][C:23]([C:26]([F:27])([F:29])[F:28])=[CH:24][CH:25]=2)[C:10]2[C:15]([F:16])=[CH:14][CH:13]=[C:12]([F:17])[C:11]=2[F:18])=[CH:4][N:3]=[C:2]([CH:37]=[O:38])[CH:7]=1 |f:3.4|. Procedure: To a solution of 2-bromo-4-methyl-5-[[[6-(trifluoromethyl)pyridin-3-yl]thio](2,3,6-trifluorophenyl)methyl]pyridine (4.76 g, 9.65 mmol) in toluene (100 ml), a hexane solution of n-butyllithium (1.58 M, 6.72 ml, 10.6 mmol) was added in an argon atmosphere at −78° C. The reaction mixture was stirred for 30 minutes at −40° C., and then cooled again to −78° C., and N,N-dimethylformamide (0.897 ml, 11.6 mmol) was added. After completion of dropwise addition, the reaction mixture was allowed to warm to... The reactants are NC1=CC=C(C=N1)C1=CC=C(C=C1)C=1N(C(C=2N=CN(C2N1)C1=CC=CC=C1)=O)C1=CC=C(C=C1)Cl (2-[4-(6-amino-pyridin-3-yl)-phenyl]-1-(4-chloro-phenyl)-9-phenyl-1,9-dihydro-purin-6-one), N(=O)[O-].[Na+] (NaNO2), OS(=O)(=O)O (H2SO4), C(=O)([O-])[O-].[Na+].[Na+] (Na2CO3). The solvent is C(C)#N (acetonitrile), O (H2O), O (H2O). Run at temperature 100 celsius. The product is ClC1=CC=C(C=C1)N1C(=NC=2N(C=NC2C1=O)C1=CC=CC=C1)C1=CC=C(C=C1)C1=CNC(C=C1)=O (1-(4-Chloro-phenyl)-2-[4-(6-oxo-1,6-dihydro-pyridin-3-yl)phenyl]-9-phenyl-1,9-dihydro-purin-6-one), 1-(4-chloro-phenyl)-2-[4-(6-oxo-1,6-dihydro-pyridin-3-yl)-phenyl]-9-phenyl-1,9-dihydro-purin-6-one_as. RXN SMILES: N[C:2]1[N:7]=[CH:6][C:5]([C:8]2[CH:13]=[CH:12][C:11]([C:14]3[N:15]([C:30]4[CH:35]=[CH:34][C:33]([Cl:36])=[CH:32][CH:31]=4)[C:16](=[O:29])[C:17]4[N:18]=[CH:19][N:20]([C:23]5[CH:28]=[CH:27][CH:26]=[CH:25][CH:24]=5)[C:21]=4[N:22]=3)=[CH:10][CH:9]=2)=[CH:4][CH:3]=1.N([O-])=[O:38].[Na+].OS(O)(=O)=O.C([O-])([O-])=O.[Na+].[Na+]>C(#N)C.O>[Cl:36][C:33]1[CH:34]=[CH:35][C:30]([N:15]2[C:16](=[O:29])[C:17]3[N:18]=[CH:19][N:20]([C:23]4[CH:24]=[CH:25][CH:26]=[CH:27][CH:28]=4)[C:21]=3[N:22]=[C:14]2[C:11]2[CH:12]=[CH:13][C:8]([C:5]3[CH:4]=[CH:3][C:2](=[O:38])[NH:7][CH:6]=3)=[CH:9][CH:10]=2)=[CH:31][CH:32]=1 |f:1.2,4.5.6|. Reported procedure: A solution of 2-[4-(6-amino-pyridin-3-yl)-phenyl]-1-(4-chloro-phenyl)-9-phenyl-1,9-dihydro-purin-6-one (10 mg, 0.02 mmol) in acetonitrile (0.4 mL) and H2O (0.4 mL) was treated with NaNO2 and 5 μL of concentrated H2SO4. The reaction mixture was heated at 100° C. for 1 h. The reaction was allowed to cool to room temperature and neutralized with aqueous Na2CO3. The reaction was diluted with H2O and extracted with EtOAc. The combined organics were dried (MgSO4), filtered, and concentrated. The resul... Reactants: C1(CCCCC1)P(C1=C(C=CC=C1)C1=C(C=CC=C1)N(C)C)C1CCCCC1 (2-dicyclohexylphosphino-2′-(N,N-dimethylamino)biphenyl), BrC1=C(C=C(C=C1)F)C (2-bromo-5-fluoro toluene), [Li+].C[Si](C)(C)[N-][Si](C)(C)C (LHMDS), C(C)(=O)[O-] (acetate). Reagents/catalysts: CC(=O)[O-].CC(=O)[O-].[Pd+2] (Pd(OAc)2). The solvent is C1(=CC=CC=C1)C (toluene), hexanes. Conditions: temperature -10 celsius, time 10 minute. Product: FC1=CC(=C(C=C1)CC(=O)OC(C)(C)C)C (tert-butyl (4-fluoro-2-methylphenyl)acetate). RXN SMILES: C1(P(C2CCCCC2)[C:8]2C=CC=[CH:10][C:9]=2[C:14]2C=CC=CC=2N(C)C)CCCCC1.[Li+].C[Si]([N-][Si](C)(C)C)(C)C.[C:39]([O-:42])(=[O:41])[CH3:40].Br[C:44]1[CH:49]=[CH:48][C:47]([F:50])=[CH:46][C:45]=1[CH3:51]>CC([O-])=O.CC([O-])=O.[Pd+2].C1(C)C=CC=CC=1>[F:50][C:47]1[CH:48]=[CH:49][C:44]([CH2:40][C:39]([O:42][C:9]([CH3:14])([CH3:10])[CH3:8])=[O:41])=[C:45]([CH3:51])[CH:46]=1 |f:1.2,5.6.7|. Procedure details: To a 2 L flask containing 2-dicyclohexylphosphino-2′-(N,N-dimethylamino)biphenyl.(3.76 g) and Pd(OAc)2 (1.02 g) were added 396 mL of 1 N LHMDS in hexanes, then 400 mL of toluene under N2. The solution was cooled to −10° C. and tButyl acetate (49 mL was added. The solution was stirred at −10° C. for 10 min and was added 2-bromo-5-fluoro toluene. The mixture was heated at 80° C. for 15 min and was washed with NH4Cl and NaCl, dried with Na2SO4, filtered and concentrated. The crude was purified by f... Reactants: CS(=O)(=O)OCC1=C(N=NN1C1=CC=C(C=C1)C(=O)NCC)C(=O)NC1CC1 ((4-[(Cyclopropylamino)carbonyl]-1-{4-[(ethylamino)carbonyl]phenyl}-1H-1,2,3-triazol-5-yl)methyl methanesulfonate), C([O-])([O-])=O.[K+].[K+] (potassium carbonate), FC(CO)F (2,2-difluoroethanol). Solvent: C(C)#N (acetonitrile), C(C)(=O)OCC (ethyl acetate). Reaction conditions: time 12 hour. The product is C1(CC1)NC(=O)C=1N=NN(C1COCC(F)F)C1=CC=C(C=C1)C(=O)NCC (N-cyclopropyl-5-[(2,2-difluoroethoxy)methyl]-1-{4-[(ethylamino)carbonyl]phenyl}-1H-1,2,3-triazole-4-carboxamide). Isolated yield 83.0%. Reaction SMILES: CS([O:5][CH2:6][C:7]1[N:11]([C:12]2[CH:17]=[CH:16][C:15]([C:18]([NH:20][CH2:21][CH3:22])=[O:19])=[CH:14][CH:13]=2)[N:10]=[N:9][C:8]=1[C:23]([NH:25][CH:26]1[CH2:28][CH2:27]1)=[O:24])(=O)=O.C(=O)([O-])[O-].[K+].[K+].[F:35][CH:36]([F:39])[CH2:37]O>C(#N)C.C(OCC)(=O)C>[CH:26]1([NH:25][C:23]([C:8]2[N:9]=[N:10][N:11]([C:12]3[CH:17]=[CH:16][C:15]([C:18]([NH:20][CH2:21][CH3:22])=[O:19])=[CH:14][CH:13]=3)[C:7]=2[CH2:6][O:5][CH2:37][CH:36]([F:39])[F:35])=[O:24])[CH2:28][CH2:27]1 |f:1.2.3|. Procedure details: (4-[(Cyclopropylamino)carbonyl]-1-{4-[(ethylamino)carbonyl]phenyl}-1H-1,2,3-triazol-5-yl)methyl methanesulfonate (204 mg, 0.5 mmol) obtained in Example 126a), potassium carbonate (69 mg, 0.5 mmol, 1.0 eq.) and 2,2-difluoroethanol (0.5 ml) were suspended in acetonitrile (3 ml), and the suspension was stirred at room temperature for 12 hr. The reaction mixture was diluted with ethyl acetate (30 ml), washed with saturated aqueous sodium hydrogen carbonate solution and saturated brine, dried over an... Reactants: CCOC(=O)C(N)C(=O)CCC12CC3CC(CC(C3)C1)C2, C1CCOC1, Cc1ccccc1C(=O)Cl, Cl, CN(C)C=O. Yields the product CCOC(=O)C(NC(=O)c1ccccc1C)C(=O)CCC12CC3CC(CC(C3)C1)C2. Reaction SMILES: [CH2:2]([CH3:3])[O:4][C:5]([CH:6]([C:7]([CH2:8][CH2:9][C:10]12[CH2:11][CH:12]3[CH2:13][CH:14]([CH2:15][CH:16]([CH2:17]1)[CH2:18]3)[CH2:19]2)=[O:20])[NH2:21])=[O:22].[CH2:38]1[O:39][CH2:40][CH2:41][CH2:42]1.[CH3:23][c:24]1[c:25]([C:26](=[O:27])[Cl:28])[cH:29][cH:30][cH:31][cH:32]1.[ClH:1].[O:33]=[CH:34][N:35]([CH3:36])[CH3:37]>>[CH2:2]([CH3:3])[O:4][C:5]([CH:6]([C:7]([CH2:8][CH2:9][C:10]12[CH2:11][CH:12]3[CH2:13][CH:14]([CH2:15][CH:16]([CH2:17]1)[CH2:18]3)[CH2:19]2)=[O:20])[NH:21][C:26]([c:25]1[c:24]([CH3:23])[cH:32][cH:31][cH:30][cH:29]1)=[O:27])=[O:22].